Dataset: the Open Reaction Database (ORD), a public repository of structured organic reaction records. Task: describe an organic reaction: reactants, conditions, products, and yield The reactants are D4, FC=1C=C(C=O)C=CC1F (3,4-difluorobenzaldehyde), FC=1C=C(C=CC1)O (3-fluorophenol). Product: FC=1C=C(C=O)C=CC1OC1=CC(=CC=C1)F (3-fluoro-4-(3-fluorophenoxy)benzaldehyde). Reaction SMILES: [F:1][C:2]1[CH:3]=[C:4]([CH:7]=[CH:8][C:9]=1F)[CH:5]=[O:6].[F:11][C:12]1[CH:13]=[C:14]([OH:18])[CH:15]=[CH:16][CH:17]=1>>[F:1][C:2]1[CH:3]=[C:4]([CH:7]=[CH:8][C:9]=1[O:18][C:14]1[CH:15]=[CH:16][CH:17]=[C:12]([F:11])[CH:13]=1)[CH:5]=[O:6]. Procedure details: The title compound was prepared by a procedure similar to that described for D4 starting from 3,4-difluorobenzaldehyde and 3-fluorophenol. The reactants are C(C)C1=CNC=C1 (3-Ethylpyrrole), Compound A, 2-formyl-41 ethylpyrrole, OC=1C=C(C=CC1C)NC1=NC=NN2C1=CC(=C2)C (4-(3-Hydroxy-4-methyl-phenylamino)-6-methyl-pyrrolo[2,1-f][1,2,4]triazine). The product is C(=O)C=1NC=CC1CC (2-formyl-3-ethylpyrrole). As a reaction SMILES: [CH2:1]([C:3]1[CH:7]=[CH:6][NH:5][CH:4]=1)[CH3:2].[OH:8][C:9]1C=C(NC2C3=CC(C)=CN3N=CN=2)C=CC=1C>>[CH:9]([C:4]1[NH:5][CH:6]=[CH:7][C:3]=1[CH2:1][CH3:2])=[O:8]. Reported procedure: 3-Ethylpyrrole was converted to a mixture of Compound A and 2-formyl-41 ethylpyrrole as described in the preparation of Compound A of Example 5. [M+H]+=124.1 Product: [N+](=O)([O-])C1=CC(=NC=C1)C=1C=NC=CC1 (4-nitro-2,3′-bipyridine). Solvent: C(C)#N (acetonitrile), O (water), O (Water). As a reaction SMILES: Cl[C:2]1[CH:7]=[C:6]([N+:8]([O-:10])=[O:9])[CH:5]=[CH:4][N:3]=1.[N:11]1[CH:16]=[CH:15][CH:14]=[C:13](B(O)O)[CH:12]=1.C(=O)([O-])[O-].[Na+].[Na+]>C(#N)C.O.C1C=CC([P]([Pd]([P](C2C=CC=CC=2)(C2C=CC=CC=2)C2C=CC=CC=2)([P](C2C=CC=CC=2)(C2C=CC=CC=2)C2C=CC=CC=2)[P](C2C=CC=CC=2)(C2C=CC=CC=2)C2C=CC=CC=2)(C2C=CC=CC=2)C2C=CC=CC=2)=CC=1>[N+:8]([C:6]1[CH:5]=[CH:4][N:3]=[C:2]([C:13]2[CH:12]=[N:11][CH:16]=[CH:15][CH:14]=2)[CH:7]=1)([O-:10])=[O:9] |f:2.3.4,^1:33,35,54,73|. The yield is 68.0%. The reagents and catalysts are C=1C=CC(=CC1)[P](C=2C=CC=CC2)(C=3C=CC=CC3)[Pd]([P](C=4C=CC=CC4)(C=5C=CC=CC5)C=6C=CC=CC6)([P](C=7C=CC=CC7)(C=8C=CC=CC8)C=9C=CC=CC9)[P](C=1C=CC=CC1)(C=1C=CC=CC1)C=1C=CC=CC1 (tetrakis). Reported procedure: A mixture of 2-chloro-4nitropyridine (0.40 g, 2.56 mmol), pyridin-3-ylboronic acid (0.408, 3.32 mmol), tetrakis(triphenylphosphinepalladium(0) (0.18 g, 0.15 minol) and sodium carbonate (0.489 g, 4.6 mmol) in acetonitrile (9 mL) and water (9 mL) was heated at 80° C. overnight. Water was added and the mixture was extracted with EtOAc. The organic solutions were combined, washed with brine, dried over Na2SO4, filtered and concentrated. The residue was purified by column chromatography on basic alum... Conditions: temperature 80 celsius. Reactants: ClC1=NC=CC(=C1)[N+](=O)[O-] (2-chloro-4nitropyridine), N1=CC(=CC=C1)B(O)O (pyridin-3-ylboronic acid), C([O-])([O-])=O.[Na+].[Na+] (sodium carbonate). Starting materials: CS(=O)(=O)Cl (methylsulfonyl chloride), OC(C(C)C)C=1C(=NC=NC1)C(C)C (5-(1-hydroxy-2-methylpropyl)-4-isopropylpyrimidine), ice water. The solvent is N1=CC=CC=C1 (pyridine). The product is CS(=O)(=O)OC(C(C)C)C=1C(=NC=NC1)C(C)C (5-(1-methylsulfonyloxy-2-methylpropyl)-4-isopropylpyrimidine). The yield is 90.5%. Reaction SMILES: [OH:1][CH:2]([C:6]1[C:7]([CH:12]([CH3:14])[CH3:13])=[N:8][CH:9]=[N:10][CH:11]=1)[CH:3]([CH3:5])[CH3:4].[CH3:15][S:16](Cl)(=[O:18])=[O:17]>N1C=CC=CC=1>[CH3:15][S:16]([O:1][CH:2]([C:6]1[C:7]([CH:12]([CH3:14])[CH3:13])=[N:8][CH:9]=[N:10][CH:11]=1)[CH:3]([CH3:5])[CH3:4])(=[O:18])=[O:17]. Reported procedure: 8.3 g (43 mmol) of 5-(1-hydroxy-2-methylpropyl)-4-isopropylpyrimidine was dissolved in 10 ml of pyridine, and under cooling with ice, 9.8 g (86 mmol) of methylsulfonyl chloride was dropwise added. The reaction mixture was reacted at room temperature for 2 hours, and then, 100 ml of ice water was added, followed by extraction with ethyl acetate. The obtained organic layer was washed with an aqueous citric acid solution and water and then dried over anhydrous magnesium sulfate. Ethyl acetate was d... Starting materials: CCO, CCN(C(C)C)C(C)C, CC(C)(C)OC(=O)NCCCOc1ccc2cc(CCCCN)ccc2c1, CSC(=N)NC(=O)c1nc(Cl)c(N)nc1N. As a reaction SMILES: [CH3:53][CH2:54][OH:55].[CH:44]([N:45]([CH2:46][CH3:47])[CH:48]([CH3:49])[CH3:50])([CH3:51])[CH3:52].[NH2:1][CH2:2][CH2:3][CH2:4][CH2:5][c:6]1[cH:7][c:8]2[cH:9][cH:10][c:11]([O:16][CH2:17][CH2:18][CH2:19][NH:20][C:21]([O:22][C:23]([CH3:24])([CH3:25])[CH3:26])=[O:27])[cH:12][c:13]2[cH:14][cH:15]1.[NH2:28][c:29]1[c:30]([C:37](=[O:38])[NH:39][C:40](=[NH:41])[S:42][CH3:43])[n:31][c:32]([Cl:36])[c:33]([NH2:35])[n:34]1>>[NH:1]([CH2:2][CH2:3][CH2:4][CH2:5][c:6]1[cH:7][c:8]2[cH:9][cH:10][c:11]([O:16][CH2:17][CH2:18][CH2:19][NH:20][C:21]([O:22][C:23]([CH3:24])([CH3:25])[CH3:26])=[O:27])[cH:12][c:13]2[cH:14][cH:15]1)[C:40]([NH:39][C:37]([c:30]1[c:29]([NH2:28])[n:34][c:33]([NH2:35])[c:32]([Cl:36])[n:31]1)=[O:38])=[NH:41]. Yields the product CC(C)(C)OC(=O)NCCCOc1ccc2cc(CCCCNC(=N)NC(=O)c3nc(Cl)c(N)nc3N)ccc2c1. The reactants are C(C)(=O)OC(C)=O (Acetic anhydride), NC1=NC=C(C=C1)Br (2-amino-5-bromopyridine), O (water). Run in C(C)(=O)O (acetic acid). Product: BrC=1C=CC(=NC1)NC(C)=O (N-(5-Bromopyrid-2-yl)acetamide). As a reaction SMILES: C(O[C:5](=[O:7])[CH3:6])(=O)C.[NH2:8][C:9]1[CH:14]=[CH:13][C:12]([Br:15])=[CH:11][N:10]=1.O>C(O)(=O)C>[Br:15][C:12]1[CH:13]=[CH:14][C:9]([NH:8][C:5](=[O:7])[CH3:6])=[N:10][CH:11]=1. Procedure: Acetic anhydride (27.4 mL) was added to a stirred suspension of 2-amino-5-bromopyridine (10.0 g) in acetic acid (40 mL). The mixture was heated at reflux for 4 hours, then cooled to room temperature and then poured into water (200 mL). The resulting solid was collected, washed three times with water (300 ml) and then dried in vacuo at 70° C., affording the title compound as a white solid (10.9 g). Reactants: CC[O-], CCO, CC(C)c1c(Cl)nn2c(N)nnc2c1C(C)C, [Na+], O. Yields the product CCOc1nn2c(N)nnc2c(C(C)C)c1C(C)C. Reaction SMILES: [CH3:19][CH2:20][O-:21].[CH3:23][CH2:24][OH:25].[Cl:1][c:2]1[c:3]([CH:15]([CH3:16])[CH3:17])[c:4]([CH:12]([CH3:13])[CH3:14])[c:5]2[n:6]([n:7]1)[c:8]([NH2:11])[n:9][n:10]2.[Na+:18].[OH2:22]>>[c:2]1([O:21][CH2:20][CH3:19])[c:3]([CH:15]([CH3:16])[CH3:17])[c:4]([CH:12]([CH3:13])[CH3:14])[c:5]2[n:6]([n:7]1)[c:8]([NH2:11])[n:9][n:10]2. Starting materials: O=C(Cl)c1ccc(Cl)nc1, Cc1cc(NC(=O)c2ccc(Cl)nc2)ccc1I, Nc1ccc(I)cc1F. Yields the product O=C(Nc1ccc(I)cc1F)c1ccc(Cl)nc1. Reaction SMILES: [Cl:10][c:11]1[n:12][cH:13][c:14]([C:15](=[O:16])[Cl:17])[cH:18][cH:19]1.[Cl:20][c:21]1[cH:22][cH:23][c:24]([C:25]([NH:26][c:27]2[cH:28][cH:29][c:30]([I:31])[c:32]([CH3:33])[cH:34]2)=[O:35])[cH:36][n:37]1.[F:1][c:2]1[c:3]([NH2:4])[cH:5][cH:6][c:7]([I:9])[cH:8]1>>[F:1][c:2]1[c:3]([NH:4][C:15]([c:14]2[cH:13][n:12][c:11]([Cl:10])[cH:19][cH:18]2)=[O:16])[cH:5][cH:6][c:7]([I:9])[cH:8]1. The reactants are C(C)(=O)OC1=C(C=C(C=C1)CCC[Si](Cl)(C)C)OC (3-(4-acetoxy-3-methoxyphenyl)prop-1-yl dimethylchlorosilane), [H-].COCCO[Al+]OCCOC.[Na+].[H-] (sodium bis(2-methoxyethoxy)aluminum hydride). Solvent: C1(=CC=CC=C1)C (toluene), C1(=CC=CC=C1)C (toluene). Product: C(C)(=O)OC1=C(C=C(C=C1)CCC[SiH](C)C)OC (3-(4-acetoxy-3-methoxyphenyl)prop-1-yl dimethylsilane). Isolated yield 63.8%. Reaction SMILES: [C:1]([O:4][C:5]1[CH:10]=[CH:9][C:8]([CH2:11][CH2:12][CH2:13][Si:14]([CH3:17])([CH3:16])Cl)=[CH:7][C:6]=1[O:18][CH3:19])(=[O:3])[CH3:2].[H-].COCCO[Al+]OCCOC.[Na+].[H-]>C1(C)C=CC=CC=1>[C:1]([O:4][C:5]1[CH:10]=[CH:9][C:8]([CH2:11][CH2:12][CH2:13][SiH:14]([CH3:17])[CH3:16])=[CH:7][C:6]=1[O:18][CH3:19])(=[O:3])[CH3:2] |f:1.2.3.4|. Procedure: A 100 mL round bottomed flask was charged with eugenol acetate (16.5 g, 80 mmol), which had been prepared from the reaction of eugenol with acetic anhydride, and 25 microliters of Karstedt's catalyst. Dimethylchlorosilane (7.56 g, 80 mmol) was added slowly over 20 minutes. After 1.5 hr the reaction was complete (as judged by 1H-NMR) and 3-(4-acetoxy-3-methoxyphenyl)prop-1-yl dimethylchlorosilane (21.1 g, 88% yield) was isolated by vacuum distillation (boiling point (bp)=150° C./0.5 mmHg). A 100 ...